From a dataset of the Open Reaction Database (ORD), a public repository of structured organic reaction records. describe an organic reaction: reactants, conditions, products, and yield The reactants are FC(C1=C(C=CC=C1)[C@@H](C)OC(NC=1C(=NOC1C1=CC=C(C=C1)Br)C)=O)(F)F ([5-(4-bromo-phenyl)-3-methyl-isoxazol-4-yl]-carbamic acid (R)-1-(2-trifluoromethyl-phenyl)-ethyl ester), C(C)OC(=O)C1(CC1)C1=CC=C(C=C1)B1OC(C(O1)(C)C)(C)C (1-[4-(4,4,5,5-tetramethyl-[1,3,2]dioxaborolan-2-yl)-phenyl]-cyclopropanecarboxylic acid ethyl ester). Product: C(C)OC(=O)C1(CC1)C1=CC=C(C=C1)C1=CC=C(C=C1)C1=C(C(=NO1)C)NC(=O)O[C@H](C)C1=C(C=CC=C1)C(F)(F)F (1-(4′-{3-Methyl-4-[(R)-1-(2-trifluoromethyl-phenyl)-ethoxycarbonylamino]-isoxazol-5-yl}-biphenyl-4-yl)-cyclopropanecarboxylic acid ethyl ester). Reaction SMILES: [F:1][C:2]([F:29])([F:28])[C:3]1[CH:8]=[CH:7][CH:6]=[CH:5][C:4]=1[C@H:9]([O:11][C:12](=[O:27])[NH:13][C:14]1[C:15]([CH3:26])=[N:16][O:17][C:18]=1[C:19]1[CH:24]=[CH:23][C:22](Br)=[CH:21][CH:20]=1)[CH3:10].[CH2:30]([O:32][C:33]([C:35]1([C:38]2[CH:43]=[CH:42][C:41](B3OC(C)(C)C(C)(C)O3)=[CH:40][CH:39]=2)[CH2:37][CH2:36]1)=[O:34])[CH3:31]>>[CH2:30]([O:32][C:33]([C:35]1([C:38]2[CH:43]=[CH:42][C:41]([C:22]3[CH:23]=[CH:24][C:19]([C:18]4[O:17][N:16]=[C:15]([CH3:26])[C:14]=4[NH:13][C:12]([O:11][C@@H:9]([C:4]4[CH:5]=[CH:6][CH:7]=[CH:8][C:3]=4[C:2]([F:29])([F:28])[F:1])[CH3:10])=[O:27])=[CH:20][CH:21]=3)=[CH:40][CH:39]=2)[CH2:36][CH2:37]1)=[O:34])[CH3:31]. Procedure: Prepared according to the procedure described in Example 1, Step 6 using [5-(4-bromo-phenyl)-3-methyl-isoxazol-4-yl]-carbamic acid (R)-1-(2-trifluoromethyl-phenyl)-ethyl ester and 1-[4-(4,4,5,5-tetramethyl-[1,3,2]dioxaborolan-2-yl)-phenyl]-cyclopropanecarboxylic acid ethyl ester. Starting materials: C(C)(C)(C)OC(=O)N1CCN(CC1)C(C1=C(C=C(C=C1)Br)S(=O)(=O)C)=O (4-(4-bromo-2-methanesulfonylbenzoyl)piperazine-1-carboxylic acid tert-butyl ester), O=C1OC[C@H](N1)COC(C1=CC=CC=C1)=O (benzoic acid (R)-2-oxooxazolidin-4-ylmethyl ester). Product: C(C)(C)(C)OC(=O)N1CCN(CC1)C(C1=C(C=C(C=C1)N1C(OC[C@H]1COC(C1=CC=CC=C1)=O)=O)S(=O)(=O)C)=O ((R)-4-[4-(4-benzoyloxymethyl-2-oxooxazolidin-3-yl)-2-methanesulfonylbenzoyl]piperazine-1-carboxylic acid tert-butyl ester). Isolated yield 79.5%. Reaction SMILES: [C:1]([O:5][C:6]([N:8]1[CH2:13][CH2:12][N:11]([C:14](=[O:26])[C:15]2[CH:20]=[CH:19][C:18](Br)=[CH:17][C:16]=2[S:22]([CH3:25])(=[O:24])=[O:23])[CH2:10][CH2:9]1)=[O:7])([CH3:4])([CH3:3])[CH3:2].[O:27]=[C:28]1[NH:32][C@H:31]([CH2:33][O:34][C:35](=[O:42])[C:36]2[CH:41]=[CH:40][CH:39]=[CH:38][CH:37]=2)[CH2:30][O:29]1>>[C:1]([O:5][C:6]([N:8]1[CH2:13][CH2:12][N:11]([C:14](=[O:26])[C:15]2[CH:20]=[CH:19][C:18]([N:32]3[C@H:31]([CH2:33][O:34][C:35](=[O:42])[C:36]4[CH:41]=[CH:40][CH:39]=[CH:38][CH:37]=4)[CH2:30][O:29][C:28]3=[O:27])=[CH:17][C:16]=2[S:22]([CH3:25])(=[O:24])=[O:23])[CH2:10][CH2:9]1)=[O:7])([CH3:4])([CH3:3])[CH3:2]. Reported procedure: By reaction and treatment in the same manner as in Preparation Example 91 and using 4-(4-bromo-2-methanesulfonylbenzoyl)piperazine-1-carboxylic acid tert-butyl ester (2.24 g) described in Preparation Example 168 and benzoic acid (R)-2-oxooxazolidin-4-ylmethyl ester (1.11 g), the title compound (2.34 g) was obtained. The reactants are O=C(n1ccnc1)n1ccnc1, CNOC, O=C(O)CC1CC1, ClCCl, Cl, O. Yields the product CON(C)C(=O)CC1CC1. RXN SMILES: [C:8]([n:9]1[cH:10][cH:11][n:12][cH:13]1)([n:14]1[cH:15][cH:16][n:17][cH:18]1)=[O:19].[CH3:21][NH:22][O:23][CH3:24].[CH:1]1([CH2:4][C:5](=[O:6])[OH:7])[CH2:2][CH2:3]1.[Cl:26][CH2:27][Cl:28].[ClH:20].[OH2:25]>>[CH:1]1([CH2:4][C:5](=[O:7])[N:22]([CH3:21])[O:23][CH3:24])[CH2:2][CH2:3]1.